From a dataset of the Open Reaction Database (ORD), a public repository of structured organic reaction records. describe an organic reaction: reactants, conditions, products, and yield Reactants: O=c1ccc(I)cn1CCCN1CCCCC1, [Na+], [Na+], O=C([O-])[O-], CC(=O)[O-], CC(=O)[O-], C1COCCO1, O, [Pd+2], CC1(C)OB(c2ccc3c(c2)ncn3-c2ccccc2)OC1(C)C, c1ccc(P(c2ccccc2)c2ccccc2)cc1. Yields the product O=c1ccc(-c2ccc3c(c2)ncn3-c2ccccc2)cn1CCCN1CCCCC1. Reaction SMILES: [I:1][c:2]1[cH:3][cH:4][c:5](=[O:17])[n:6]([CH2:8][CH2:9][CH2:10][N:11]2[CH2:12][CH2:13][CH2:14][CH2:15][CH2:16]2)[cH:7]1.[Na+:61].[Na+:62].[O-:63][C:64](=[O:65])[O-:66].[O-:68][C:69]([CH3:70])=[O:71].[O-:72][C:73]([CH3:74])=[O:75].[O:77]1[CH2:78][CH2:79][O:80][CH2:81][CH2:82]1.[OH2:76].[Pd+2:67].[c:18]1(-[n:24]2[cH:25][n:26][c:27]3[c:28]2[cH:29][cH:30][c:31]([B:33]2[O:34][C:35]([CH3:36])([CH3:37])[C:38]([CH3:39])([CH3:40])[O:41]2)[cH:32]3)[cH:19][cH:20][cH:21][cH:22][cH:23]1.[c:42]1([P:43]([c:44]2[cH:45][cH:46][cH:47][cH:48][cH:49]2)[c:50]2[cH:51][cH:52][cH:53][cH:54][cH:55]2)[cH:56][cH:57][cH:58][cH:59][cH:60]1>>[c:2]1(-[c:31]2[cH:30][cH:29][c:28]3[n:24](-[c:18]4[cH:19][cH:20][cH:21][cH:22][cH:23]4)[cH:25][n:26][c:27]3[cH:32]2)[cH:3][cH:4][c:5](=[O:17])[n:6]([CH2:8][CH2:9][CH2:10][N:11]2[CH2:12][CH2:13][CH2:14][CH2:15][CH2:16]2)[cH:7]1. Reactants: COC(=O)c1c(Br)ccc2c1NC(=O)C(C)(C)N2, CCOC(C)=O, Cl, C1CCOC1, O. Yields the product CC1(C)Nc2ccc(Br)c(CO)c2NC1=O. RXN SMILES: [Br:1][c:2]1[cH:3][cH:4][c:5]2[c:10]([c:11]1[C:12](=[O:13])[O:14][CH3:15])[NH:9][C:8](=[O:16])[C:7]([CH3:17])([CH3:18])[NH:6]2.[CH3:19][CH2:20][O:21][C:22](=[O:23])[CH3:24].[ClH:26].[O:27]1[CH2:28][CH2:29][CH2:30][CH2:31]1.[OH2:25]>>[Br:1][c:2]1[cH:3][cH:4][c:5]2[c:10]([c:11]1[CH2:12][OH:13])[NH:9][C:8](=[O:16])[C:7]([CH3:17])([CH3:18])[NH:6]2.